From a dataset of the Open Reaction Database (ORD), a public repository of structured organic reaction records. describe an organic reaction: reactants, conditions, products, and yield The reactants are COC(=O)c1ccc(F)c(C2CCC(O[Si](C)(C)C(C)(C)C)CC2)n1, C1CCOC1, CCOC(C)=O, CO, Cl, [Li+], [OH-]. Yields the product CC(C)(C)[Si](C)(C)OC1CCC(c2nc(C(=O)O)ccc2F)CC1. Reaction SMILES: [C:1]([CH3:2])([CH3:3])([CH3:4])[Si:5]([O:6][CH:7]1[CH2:8][CH2:9][CH:10]([c:13]2[c:14]([F:23])[cH:15][cH:16][c:17]([C:19](=[O:20])[O:21][CH3:22])[n:18]2)[CH2:11][CH2:12]1)([CH3:24])[CH3:25].[CH2:35]1[O:36][CH2:37][CH2:38][CH2:39]1.[CH3:29][CH2:30][O:31][C:32](=[O:33])[CH3:34].[CH3:40][OH:41].[ClH:28].[Li+:27].[OH-:26]>>[C:1]([CH3:2])([CH3:3])([CH3:4])[Si:5]([O:6][CH:7]1[CH2:8][CH2:9][CH:10]([c:13]2[c:14]([F:23])[cH:15][cH:16][c:17]([C:19](=[O:20])[OH:21])[n:18]2)[CH2:11][CH2:12]1)([CH3:24])[CH3:25]. Conditions: time 8 hour. Solvent: C1(=CC=CC=C1)C (toluene), O (water). Reaction SMILES: [NH2:1][C:2]1[N:7]=[CH:6][C:5]([C:8]([C:10]2[C:11]([F:28])=[C:12]([C@H:17]([NH:20][CH:21]([CH:25]([CH3:27])[CH3:26])[CH2:22][C:23]#[N:24])[CH2:18][CH3:19])[CH:13]=[CH:14][C:15]=2[Cl:16])=[O:9])=[CH:4][CH:3]=1.S(=O)(=O)(O)[OH:30].C([O-])([O-])=O.[Na+].[Na+].C([O-])(O)=O.[Na+]>C1(C)C=CC=CC=1.O>[NH2:1][C:2]1[N:7]=[CH:6][C:5]([C:8]([C:10]2[C:11]([F:28])=[C:12]([C@H:17]([NH:20][C@@H:21]([CH:25]([CH3:27])[CH3:26])[CH2:22][C:23]([NH2:24])=[O:30])[CH2:18][CH3:19])[CH:13]=[CH:14][C:15]=2[Cl:16])=[O:9])=[CH:4][CH:3]=1 |f:2.3.4,5.6|. Procedure: Step 2 To a rapidly stirred solution of crude 3-{[(1R)-1-{3-[(6-aminopyridin-3-yl)carbonyl]-4-chloro-2-fluorophenyl}propyl]amino}-4-methylpentanenitrile (0.911 mmol) in toluene (2.91 mL) and water (0.145 mL) at 0° C. was added sulfuric acid (0.966 mL). The reaction mixture was allowed to warm to room temperature and stirred overnight. The mixture was made neutral by the addition of saturated Na2CO3 solution followed by saturated NaHCO3 solution and was extracted into EtOAc (×2). The combined org... Product: NC1=CC=C(C=N1)C(=O)C=1C(=C(C=CC1Cl)[C@@H](CC)N[C@H](CC(=O)N)C(C)C)F ((3R)-3-{[(1R)-1-{3-[(6-aminopyridin-3-yl)carbonyl]-4-chloro-2-fluorophenyl}propyl]amino}-4-methylpentanamide). Starting materials: NC1=CC=C(C=N1)C(=O)C=1C(=C(C=CC1Cl)[C@@H](CC)NC(CC#N)C(C)C)F (3-{[(1R)-1-{3-[(6-aminopyridin-3-yl)carbonyl]-4-chloro-2-fluorophenyl}propyl]amino}-4-methylpentanenitrile), S(O)(O)(=O)=O (sulfuric acid), C(=O)(O)[O-].[Na+] (NaHCO3), C(=O)([O-])[O-].[Na+].[Na+] (Na2CO3).